describe an organic reaction: reactants, conditions, products, and yield From a dataset of the Open Reaction Database (ORD), a public repository of structured organic reaction records. Starting materials: BrC(C(=O)OC)CCCCCCC#N (methyl 2-bromo-8-cyano-octanoate), C(C)OC(CS)OCC (2,2-diethoxy-ethylmercaptan), C(Cl)Cl (methylene chloride). The solvent is C(C)N(CC)CC (triethylamine). The product is C(C)OC(CSC(C(=O)OC)CCCCCCC#N)OCC (methyl 2-(2,2-diethoxyethylmercapto)-8-cyano-octanoate). Reaction SMILES: Br[CH:2]([CH2:7][CH2:8][CH2:9][CH2:10][CH2:11][CH2:12][C:13]#[N:14])[C:3]([O:5][CH3:6])=[O:4].[CH2:15]([O:17][CH:18]([O:21][CH2:22][CH3:23])[CH2:19][SH:20])[CH3:16].C(Cl)Cl>C(N(CC)CC)C>[CH2:15]([O:17][CH:18]([O:21][CH2:22][CH3:23])[CH2:19][S:20][CH:2]([CH2:7][CH2:8][CH2:9][CH2:10][CH2:11][CH2:12][C:13]#[N:14])[C:3]([O:5][CH3:6])=[O:4])[CH3:16]. Reported procedure: The starting material is prepared as follows: To the mixture of 13.6 g of methyl 2-bromo-8-cyano-octanoate, 11.6 g of 2,2-diethoxy-ethylmercaptan and 150 ml of methylene chloride, 5.56 g of triethylamine are added dropwise while stirring. After overnight-stirring at room temperature the mixture is evaporated, the residue triturated with diethyl ether, washed with water, dried and evaporated, to yield the methyl 2-(2,2-diethoxyethylmercapto)-8-cyano-octanoate showing NMR bands at 4.58, 3.71 and 2... Reactants: CCOC(=O)C1=C2N(CCC1=O)c1ccccc1N2CCN(C)C, CCO, [Na+], [OH-]. The product is CN(C)CCN1C2=CC(=O)CCN2c2ccccc21. As a reaction SMILES: [CH3:1][N:2]([CH2:3][CH2:4][N:5]1[C:6]2=[C:17]([C:18]([O:19][CH2:20][CH3:21])=[O:22])[C:16](=[O:23])[CH2:15][CH2:14][N:7]2[c:8]2[c:9]1[cH:10][cH:11][cH:12][cH:13]2)[CH3:24].[CH3:25][CH2:26][OH:27].[Na+:29].[OH-:28]>>[CH3:1][N:2]([CH2:3][CH2:4][N:5]1[C:6]2=[CH:17][C:16](=[O:23])[CH2:15][CH2:14][N:7]2[c:8]2[c:9]1[cH:10][cH:11][cH:12][cH:13]2)[CH3:24]. The yield is 66.5%. Procedure details: The above-obtained 2-bromo-1-(benzyloxymethyl)-3,5-bis(methoxymethoxy)benzene (1.6 g, 4.3 mmol) was dissolved in diethylether (25 mL) and cooled to −78° C. The obtained solution was added with 1.52 mol/L n-butyllithium-hexane solution (4.0 mL, 6.1 mmol) and stirred at −78° C. for 1 hour. Then, N,N-dimethylformamide (1.0 mL, 13 mmol) was added thereto and stirred at a room temperature for 3 hours. The reaction mixture was added with water and methanol, and then extracted with chloroform 3 times. ... Solvent: C(C)OCC (diethylether). The product is C(C1=CC=CC=C1)OCC1=C(C=O)C(=CC(=C1)OCOC)OCOC (2-(benzyloxymethyl)-4,6-bis(methoxymethoxy)benzaldehyde). Reaction conditions: temperature -78 celsius, time 1 hour. RXN SMILES: Br[C:2]1[C:7]([O:8][CH2:9][O:10][CH3:11])=[CH:6][C:5]([O:12][CH2:13][O:14][CH3:15])=[CH:4][C:3]=1[CH2:16][O:17][CH2:18][C:19]1[CH:24]=[CH:23][CH:22]=[CH:21][CH:20]=1.CN(C)[CH:27]=[O:28].O.CO>C(OCC)C>[CH2:18]([O:17][CH2:16][C:3]1[CH:4]=[C:5]([O:12][CH2:13][O:14][CH3:15])[CH:6]=[C:7]([O:8][CH2:9][O:10][CH3:11])[C:2]=1[CH:27]=[O:28])[C:19]1[CH:24]=[CH:23][CH:22]=[CH:21][CH:20]=1. The reactants are BrC1=C(C=C(C=C1OCOC)OCOC)COCC1=CC=CC=C1 (2-bromo-1-(benzyloxymethyl)-3,5-bis(methoxymethoxy)benzene), O (water), CO (methanol), CN(C=O)C (N,N-dimethylformamide). Reactants: COC(CC(CCCC(C)(C)S)C)OC (1,1-dimethoxy-7-mercapto-3,7-dimethyloctane), CI (methyl iodide), C[O-].[Na+] (sodium methoxide). The solvent is CO (methanol). Run at time 2 hour. Product: COC(CC(CCCC(C)(C)SC)C)OC (1,1-dimethoxy-7-methylthio-3,7-dimethyloctane). Reaction SMILES: [CH3:1][O:2][CH:3]([O:14][CH3:15])[CH2:4][CH:5]([CH3:13])[CH2:6][CH2:7][CH2:8][C:9]([SH:12])([CH3:11])[CH3:10].[CH3:16][O-].[Na+].CI>CO>[CH3:1][O:2][CH:3]([O:14][CH3:15])[CH2:4][CH:5]([CH3:13])[CH2:6][CH2:7][CH2:8][C:9]([S:12][CH3:16])([CH3:10])[CH3:11] |f:1.2|. Procedure details: To a mixture of 10 g. of 1,1-dimethoxy-7-mercapto-3,7-dimethyloctane, one equiv. of sodium methoxide and 100 ml. of methanol is added 1.5 equivalents of methyl iodide. The mixture is stirred for 2 hours at room temperature and then refluxed for 2 hours. After cooling to room temperature, solvent is removed by evaporation and the residue taken up in ether. The ether solution is washed with water, dried and evaporated under reduced pressure to give 1,1-dimethoxy-7-methylthio-3,7-dimethyloctane whi... Reactants: CC(C)=O, CC1=C(c2ccncc2)SC(OC(=O)c2cccc(Cl)c2)C(=O)N1, O. Yields the product CC1=C(c2ccncc2)SC(O)C(=O)N1. RXN SMILES: [CH3:26][C:27](=[O:28])[CH3:29].[Cl:1][c:2]1[cH:3][c:4]([C:23]([O:7][CH:8]2[S:9][C:10]([c:16]3[cH:17][cH:18][n:19][cH:20][cH:21]3)=[C:11]([CH3:15])[NH:12][C:13]2=[O:14])=[O:24])[cH:5][cH:6][cH:22]1.[OH2:25]>>[OH:7][CH:8]1[S:9][C:10]([c:16]2[cH:17][cH:18][n:19][cH:20][cH:21]2)=[C:11]([CH3:15])[NH:12][C:13]1=[O:14]. Starting materials: COCCC1C(OCC1)=O (3-(2'-methoxyethyl)-dihydro-2(3H)furanone), C(C)(=O)OC(C)=O (acetic anhydride), Nafion. Reaction conditions: temperature 120 celsius, time 69 hour. The product is C(C)(=O)OCCC1C(OCC1)=O (3-(2'-acetoxyethyl)-dihydro-2(3H)furanone). The yield is 61.0%. As a reaction SMILES: COCC[CH:5]1[CH2:9][CH2:8][O:7][C:6]1=[O:10].[C:11]([O:14][C:15](=O)[CH3:16])(=[O:13])[CH3:12]>>[C:6]([O:7][CH2:8][CH2:9][CH:12]1[CH2:16][CH2:15][O:14][C:11]1=[O:13])(=[O:10])[CH3:5]. Procedure: In a stirred vessel, a mixture of 20 g of 3-(2'-methoxyethyl)-dihydro-2(3H)furanone, 100 g of acetic anhydride, and 10 of Nafion is heated to 120° C. Following a period of 69 h, the reaction is terminated (conversion: 100%) and the catalyst is separated by filtration. Following purification by distillation, there is obtained 61% of 3-(2'-acetoxyethyl)-dihydro-2(3H)furanone. Reactants: ice, C(CC)C(C(=O)NCCCC(=O)Cl)CCC (N-(2-propylpentanoyl)-4-aminobutyroyl chloride), [NH4+].[OH-] (NH4OH). Run in O1CCOCC1 (dioxane). Reaction conditions: time 20 hour. The product is C(CC)C(C(=O)NC(CCCN)=O)CCC (N-(2-n-Propylpentanoyl)-4-aminobutyramide). Isolated yield 26.0%. As a reaction SMILES: [CH2:1]([CH:4]([CH2:14][CH2:15][CH3:16])[C:5]([NH:7][CH2:8][CH2:9][CH2:10][C:11](Cl)=O)=[O:6])[CH2:2][CH3:3].[NH4+:17].[OH-:18]>O1CCOCC1>[CH2:1]([CH:4]([CH2:14][CH2:15][CH3:16])[C:5]([NH:7][C:8](=[O:18])[CH2:9][CH2:10][CH2:11][NH2:17])=[O:6])[CH2:2][CH3:3] |f:1.2|. Procedure details: To an ice-cooled solution of N-(2-propylpentanoyl)-4-aminobutyroyl chloride (prepared from N-(2-propylpentanoyl)-4-aminobutyric acid and SOC12, 5.9 g, 24.0 mmole) in dioxane (25 ml), was added dropwise conc. NH4OH (34 ml) over 1 hr. The reaction mixture was then stirred at RT for 20 hrs and evaporated to dryness under reduced pressure. The residue was taken up in an H2O (20 ml) and EtOAC (30 ml) mixture, the mixture stirred vigorously for 5 min. The organic phase was separated, evaporated to dry...